This data is from the Open Reaction Database (ORD), a public repository of structured organic reaction records. The task is: describe an organic reaction: reactants, conditions, products, and yield Reactants: COC1=CC=C(N)C=C1 (4-methoxyaniline), [N+](=O)([O-])C1=C(C(=O)O)C=C(C=C1)C (2-nitro-5-methylbenzoic acid), Cl.CN(CCCN=C=NCC)C (1-(3-dimethylaminopropyl)-3-ethylcarbodiimide hydrochloride). Run in CN(C=O)C (dimethylformamide). Conditions: time 12 hour. The product is COC1=CC=C(C=C1)NC(C1=C(C=CC(=C1)C)[N+](=O)[O-])=O (N-(4-Methoxyphenyl)-2-nitro-5-methylbenzamide). The yield is 49.9%. As a reaction SMILES: [CH3:1][O:2][C:3]1[CH:9]=[CH:8][C:6]([NH2:7])=[CH:5][CH:4]=1.[N+:10]([C:13]1[CH:21]=[CH:20][C:19]([CH3:22])=[CH:18][C:14]=1[C:15](O)=[O:16])([O-:12])=[O:11].Cl.CN(C)CCCN=C=NCC>CN(C)C=O>[CH3:1][O:2][C:3]1[CH:9]=[CH:8][C:6]([NH:7][C:15](=[O:16])[C:14]2[CH:18]=[C:19]([CH3:22])[CH:20]=[CH:21][C:13]=2[N+:10]([O-:12])=[O:11])=[CH:5][CH:4]=1 |f:2.3|. Procedure details: To a stirred solution of 4-methoxyaniline (1.4 g, 11 mmol) and 2-nitro-5-methylbenzoic acid (2.0 g, 11 mmol) in dimethylformamide (20 mL) was added 1-(3-dimethylaminopropyl)-3-ethylcarbodiimide hydrochloride (3.17 g, 16.5 mmol). After 12 h, the solvent was removed in vacuo. The residue was dissolved in ethyl acetate and washed twice with 1 M aqueous citric acid, once with water, twice with saturated aqueous sodium bicarbonate solution, once with water, and once with saturated aqueous sodium chlo... The reactants are C(CC1=CC=CC=C1)Br (phenethyl bromide), O (water), C(\C=C\C1=CC(O)=C(O)C=C1)(=O)O (caffeic acid), [OH-].[Na+] (sodium hydroxide). Run in CN(C=O)C (dimethylformamide), CN(C=O)C (dimethylformamide). Reaction conditions: time 1 hour. Yields the product C(CC1=CC=CC=C1)OC(\C=C\C1=CC(O)=C(O)C=C1)=O (caffeic acid phenethyl ester). As a reaction SMILES: [C:1]([OH:13])(=[O:12])/[CH:2]=[CH:3]/[C:4]1[CH:11]=[CH:10][C:8]([OH:9])=[C:6]([OH:7])[CH:5]=1.[OH-].[Na+].[CH2:16](Br)[CH2:17][C:18]1[CH:23]=[CH:22][CH:21]=[CH:20][CH:19]=1.O>CN(C)C=O>[CH2:16]([O:12][C:1](=[O:13])/[CH:2]=[CH:3]/[C:4]1[CH:11]=[CH:10][C:8]([OH:9])=[C:6]([OH:7])[CH:5]=1)[CH2:17][C:18]1[CH:23]=[CH:22][CH:21]=[CH:20][CH:19]=1 |f:1.2|. Reported procedure: 1.98 g of caffeic acid was dissolved in 100 mL of dimethylformamide. 2.28 mL of 25% aqueous sodium hydroxide solution was added while stirring. Stirring continued for 1 hr. At the end of this period a solution of 5.7 mL of phenethyl bromide in 10 mL dimethylformamide was added slowly in 30 minutes. The resulting reaction mixture was stirred at room temperature for 50 hrs. Next, the reaction mixture was poured into 200 mL of water and extracted with ethyl acetate (3×100 mL). The combined organic ... Starting materials: CC(Oc1ccc(S(C)(=O)=O)cc1C(=O)N1CCc2c(Br)cccc21)C(F)(F)F, C1COCCN1, Cc1ccccc1, ClC(Cl)Cl, O=C(C=Cc1ccccc1)C=Cc1ccccc1, O=C(C=Cc1ccccc1)C=Cc1ccccc1, O=C(C=Cc1ccccc1)C=Cc1ccccc1, [Pd], [Pd]. The product is CC(Oc1ccc(S(C)(=O)=O)cc1C(=O)N1CCc2c(N3CCOCC3)cccc21)C(F)(F)F. As a reaction SMILES: [Br:1][c:2]1[c:3]2[c:7]([cH:8][cH:9][cH:10]1)[N:6]([C:11](=[O:12])[c:13]1[c:14]([O:23][CH:24]([C:25]([F:26])([F:27])[F:28])[CH3:29])[cH:15][cH:16][c:17]([S:19](=[O:20])(=[O:21])[CH3:22])[cH:18]1)[CH2:5][CH2:4]2.[CH2:30]1[CH2:31][O:32][CH2:33][CH2:34][NH:35]1.[CH3:36][c:37]1[cH:38][cH:39][cH:40][cH:41][cH:42]1.[CH:43]([Cl:44])([Cl:45])[Cl:46].[CH:49](=[CH:50][C:51]([CH:52]=[CH:53][c:54]1[cH:55][cH:56][cH:57][cH:58][cH:59]1)=[O:60])[c:61]1[cH:62][cH:63][cH:64][cH:65][cH:66]1.[CH:67](=[CH:68][C:69]([CH:70]=[CH:71][c:72]1[cH:73][cH:74][cH:75][cH:76][cH:77]1)=[O:78])[c:79]1[cH:80][cH:81][cH:82][cH:83][cH:84]1.[CH:85](=[CH:86][C:87]([CH:88]=[CH:89][c:90]1[cH:91][cH:92][cH:93][cH:94][cH:95]1)=[O:96])[c:97]1[cH:98][cH:99][cH:100][cH:101][cH:102]1.[Pd:47].[Pd:48]>>[c:2]1([N:35]2[CH2:30][CH2:31][O:32][CH2:33][CH2:34]2)[c:3]2[c:7]([cH:8][cH:9][cH:10]1)[N:6]([C:11](=[O:12])[c:13]1[c:14]([O:23][CH:24]([C:25]([F:26])([F:27])[F:28])[CH3:29])[cH:15][cH:16][c:17]([S:19](=[O:20])(=[O:21])[CH3:22])[cH:18]1)[CH2:5][CH2:4]2. Starting materials: ClC1=NC=2N3C(C(N(C2C=N1)C[C@@H]1OC(OC1)(C)C)=O)(COCC3)C (2-chloro-5-(((S)-2,2-dimethyl-1,3-dioxolan-4-yl)methyl)-6a-methyl-6a,7,9,10-tetrahydro-[1,4]oxazino[3,4-h]pteridin-6(5H)-one), CNC(=O)NC1=CC=C(C=C1)B1OC(C(O1)(C)C)(C)C (1-methyl-3-(4-(4,4,5,5-tetramethyl-1,3,2-dioxaborolan-2-yl)phenyl)urea), C([O-])([O-])=O.[Na+].[Na+] (sodium carbonate). Reagents/catalysts: C1=CC=C(C=C1)P([C-]2C=CC=C2)C3=CC=CC=C3.C1=CC=C(C=C1)P([C-]2C=CC=C2)C3=CC=CC=C3.Cl[Pd]Cl.[Fe+2] (PdCl2(dppf)). The solvent is O1CCOCC1 (dioxane). Run at temperature 100 celsius, time 3 day. The product is O[C@@H](CN1C=2C=NC(=NC2N2C(C1=O)(COCC2)C)C2=CC=C(C=C2)NC(=O)NC)CO (1-(4-(5-((S)-2,3-dihydroxypropyl)-6a-methyl-6-oxo-5,6,6a,7,9,10-hexahydro-[1,4]oxazino[3,4-h]pteridin-2-yl)phenyl)-3-methylurea). Yield: 11.6%. As a reaction SMILES: Cl[C:2]1[N:11]=[CH:10][C:9]2[N:8]([CH2:12][C@H:13]3[CH2:17][O:16]C(C)(C)[O:14]3)[C:7](=[O:20])[C:6]3([CH3:25])[CH2:21][O:22][CH2:23][CH2:24][N:5]3[C:4]=2[N:3]=1.[CH3:26][NH:27][C:28]([NH:30][C:31]1[CH:36]=[CH:35][C:34](B2OC(C)(C)C(C)(C)O2)=[CH:33][CH:32]=1)=[O:29].C(=O)([O-])[O-].[Na+].[Na+]>C1C=CC(P(C2C=CC=CC=2)[C-]2C=CC=C2)=CC=1.C1C=CC(P(C2C=CC=CC=2)[C-]2C=CC=C2)=CC=1.Cl[Pd]Cl.[Fe+2].O1CCOCC1>[OH:14][C@H:13]([CH2:17][OH:16])[CH2:12][N:8]1[C:7](=[O:20])[C:6]2([CH3:25])[CH2:21][O:22][CH2:23][CH2:24][N:5]2[C:4]2[N:3]=[C:2]([C:34]3[CH:33]=[CH:32][C:31]([NH:30][C:28]([NH:27][CH3:26])=[O:29])=[CH:36][CH:35]=3)[N:11]=[CH:10][C:9]1=2 |f:2.3.4,5.6.7.8|. Reported procedure: Combined 2-chloro-5-(((S)-2,2-dimethyl-1,3-dioxolan-4-yl)methyl)-6a-methyl-6a,7,9,10-tetrahydro-[1,4]oxazino[3,4-h]pteridin-6(5H)-one (0.201 g, 0.545 mmol), 1-methyl-3-(4-(4,4,5,5-tetramethyl-1,3,2-dioxaborolan-2-yl)phenyl)urea (0.166 g, 0.599 mmol), PdCl2(dppf) (0.080 g, 0.109 mmol), sodium carbonate (saturated in water) (1.5 ml, 0.545 mmol) and dioxane (3 ml). The suspension was heated by microwave irradiation at 100° C. for 45 minutes. The reaction mixture was filtered via syringe filter and ... Starting materials: C(CC=C)[Mg]Br (3-Butenylmagnesium bromide), COC1=CC=NC2=CC=CC=C12 (4-methoxyquinoline), ClC(=O)OCC1=CC=CC=C1 (benzyl chloroformate). Solvent: O1CCCC1 (tetrahydrofuran). Conditions: temperature -78 celsius, time 1 hour. The product is C(CC=C)C1N(C2=CC=CC=C2C(C1)=O)C(=O)OCC1=CC=CC=C1 (Benzyl 2-but-3-en-1-yl-4-oxo-3,4-dihydroquinoline-1(2H)-carboxylate). Reaction SMILES: [CH2:1]([Mg]Br)[CH2:2][CH:3]=[CH2:4].C[O:8][C:9]1[C:18]2[C:13](=[CH:14][CH:15]=[CH:16][CH:17]=2)[N:12]=[CH:11][CH:10]=1.Cl[C:20]([O:22][CH2:23][C:24]1[CH:29]=[CH:28][CH:27]=[CH:26][CH:25]=1)=[O:21]>O1CCCC1>[CH2:1]([CH:11]1[CH2:10][C:9](=[O:8])[C:18]2[C:13](=[CH:14][CH:15]=[CH:16][CH:17]=2)[N:12]1[C:20]([O:22][CH2:23][C:24]1[CH:29]=[CH:28][CH:27]=[CH:26][CH:25]=1)=[O:21])[CH2:2][CH:3]=[CH2:4]. Procedure details: 3-Butenylmagnesium bromide (0.5 M in THF, 100 mL, 50.0 mmol, 1.7 equiv) was added was added to a solution of 4-methoxyquinoline (4.65 g, 29.2 mmol, 1 equiv) in tetrahydrofuran (195 mL) at −78° C. The reaction mixture was stirred at −78° C. for 1 h, then benzyl chloroformate (8.34 mL, 58.4 mmol, 2.00 equiv) was added via syringe over 5 min. Stirred for an additional 15 minutes at −78° C., then the cooling bath was removed and the reaction mixture was allowed to warm to 23° C. After 1 h, methanol ... Reactants: Cc1cc2cc(S(C)(=O)=O)ccc2[nH]1, FC(F)(F)c1cccc2c(Cl)ccnc12. The product is Cc1[nH]c2ccc(S(C)(=O)=O)cc2c1-c1ccnc2c(C(F)(F)F)cccc12. Reaction SMILES: [CH3:1][c:2]1[nH:3][c:4]2[cH:5][cH:6][c:7]([S:11](=[O:12])(=[O:13])[CH3:14])[cH:8][c:9]2[cH:10]1.[Cl:15][c:16]1[cH:17][cH:18][n:19][c:20]2[c:21]([C:26]([F:27])([F:28])[F:29])[cH:22][cH:23][cH:24][c:25]12>>[CH3:1][c:2]1[nH:3][c:4]2[cH:5][cH:6][c:7]([S:11](=[O:12])(=[O:13])[CH3:14])[cH:8][c:9]2[c:10]1-[c:16]1[cH:17][cH:18][n:19][c:20]2[c:21]([C:26]([F:27])([F:28])[F:29])[cH:22][cH:23][cH:24][c:25]12.